The task is: describe an organic reaction: reactants, conditions, products, and yield. This data is from the Open Reaction Database (ORD), a public repository of structured organic reaction records. The reactants are FC1=C(C(=O)O)C=CC=C1 (2-fluorobenzoic acid), 4-(trifluoromethyl)phenylhydrazide, C1(=CC=CC=C1)O (phenol), P(Cl)(Cl)(Cl)(Cl)Cl (phosphorous pentachloride). The solvent is O (water), C(C)OCC (diethyl ether), CO (methanol), C(C)OCC (diethyl ether). Reaction conditions: time 16 hour. Yields the product ClC(C1=C(C=CC=C1)F)=O (α-chloro-2-fluorobenzaldehyde). Yield: 130.7%. Reaction SMILES: [F:1][C:2]1[CH:10]=[CH:9][CH:8]=[CH:7][C:3]=1[C:4](O)=[O:5].P(Cl)(Cl)(Cl)(Cl)[Cl:12].C1(O)C=CC=CC=1>C(OCC)C.CO.O>[Cl:12][C:4](=[O:5])[C:3]1[CH:7]=[CH:8][CH:9]=[CH:10][C:2]=1[F:1]. Procedure details: To a stirred suspension of 95.4 g of 2-fluorobenzoic acid, 2-(4-(trifluoromethyl)phenylhydrazide, in 400 ml of anhydrous diethyl ether was added, portionwise, 80.0 g of phosphorous pentachloride. Upon completion of the addition, the reaction mixture was refluxed for 1 hour and then stirred at room temperature for 16 hours. In the following order, a solution of 81.3 g of phenol in 80 ml of diethyl ether, 385 ml of methanol and sufficient water to reach the solution cloud point, were added, dropwi... Reactants: CC1=NNC2=NC=NC(=C21)N (3-methyl-1H-pyrazolo[3,4-d]pyrimidin-4-amine), C([O-])([O-])=O.[Cs+].[Cs+] (cesium carbonate), ClC=1C=C(C2=C(CN(CCO2)C(=O)OC(C)(C)C)C1C#N)C(C)Cl (tert-butyl 7-chloro-9-(1-chloroethyl)-6-cyano-2,3-dihydro-1,4-benzoxazepine-4(5H)-carboxylate). The solvent is C(C)(=O)OCC (ethyl acetate), CN(C=O)C (N,N-dimethylformamide). Run at temperature 90 celsius. Yields the product NC1=C2C(=NC=N1)N(N=C2C)C(C)C2=CC(=C(C=1CN(CCOC12)C(=O)OC(C)(C)C)C#N)Cl (tert-butyl 9-[1-(4-amino-3-methyl-1H-pyrazolo[3,4-d]pyrimidin-1-yl)ethyl]-7-chloro-6-cyano-2,3-dihydro-1,4-benzoxazepine-4(5H)-carboxylate). RXN SMILES: [Cl:1][C:2]1[CH:3]=[C:4]([CH:22](Cl)[CH3:23])[C:5]2[O:11][CH2:10][CH2:9][N:8]([C:12]([O:14][C:15]([CH3:18])([CH3:17])[CH3:16])=[O:13])[CH2:7][C:6]=2[C:19]=1[C:20]#[N:21].[CH3:25][C:26]1[C:34]2[C:29](=[N:30][CH:31]=[N:32][C:33]=2[NH2:35])[NH:28][N:27]=1.C(=O)([O-])[O-].[Cs+].[Cs+]>CN(C)C=O.C(OCC)(=O)C>[NH2:35][C:33]1[N:32]=[CH:31][N:30]=[C:29]2[N:28]([CH:22]([C:4]3[C:5]4[O:11][CH2:10][CH2:9][N:8]([C:12]([O:14][C:15]([CH3:18])([CH3:17])[CH3:16])=[O:13])[CH2:7][C:6]=4[C:19]([C:20]#[N:21])=[C:2]([Cl:1])[CH:3]=3)[CH3:23])[N:27]=[C:26]([CH3:25])[C:34]=12 |f:2.3.4|. Procedure: The crude tert-butyl 7-chloro-9-(1-chloroethyl)-6-cyano-2,3-dihydro-1,4-benzoxazepine-4(5H)-carboxylate (0.090 g, 0.26 mmol) was dissolved in N,N-dimethylformamide (3 mL), and 3-methyl-1H-pyrazolo[3,4-d]pyrimidin-4-amine (0.076 g, 0.51 mmol) and cesium carbonate (0.17 g, 0.51 mmol) were added. The reaction was heated to 90° C. for 18 hrs and then allowed to cool to room temperature. The reaction was diluted with ethyl acetate and then decanted from the solids. The organic layer was washed with w... The reactants are C(C)(=O)NC1=C(C(=NN1CC(=O)OCC)C1=CC(=CC=C1)F)C#CC1=CC=CC=C1 (ethyl 2-(5-acetamido-3-(3-fluorophenyl)-4-(phenylethynyl)-1H-pyrazol-1-yl)acetate), [BH4-].[Na+] (sodium borohydride), [OH-].[Na+] (NaOH), [BH4-].[Na+] (sodium borohydride). The solvent is C(C)O (ethanol). Conditions: time 36 hour. Product: NC1=C(C(=NN1CCO)C1=CC(=CC=C1)F)C#CC1=CC=CC=C1 (2-(5-amino-3-(3-fluorophenyl)-4-(phenylethynyl)-1H-pyrazol-1-yl)ethanol). Yield: 85.4%. Reaction SMILES: C([NH:4][C:5]1[N:9]([CH2:10][C:11](OCC)=[O:12])[N:8]=[C:7]([C:16]2[CH:21]=[CH:20][CH:19]=[C:18]([F:22])[CH:17]=2)[C:6]=1[C:23]#[C:24][C:25]1[CH:30]=[CH:29][CH:28]=[CH:27][CH:26]=1)(=O)C.[BH4-].[Na+].[OH-].[Na+]>C(O)C>[NH2:4][C:5]1[N:9]([CH2:10][CH2:11][OH:12])[N:8]=[C:7]([C:16]2[CH:21]=[CH:20][CH:19]=[C:18]([F:22])[CH:17]=2)[C:6]=1[C:23]#[C:24][C:25]1[CH:30]=[CH:29][CH:28]=[CH:27][CH:26]=1 |f:1.2,3.4|. Reported procedure: To a solution of ethyl 2-(5-acetamido-3-(3-fluorophenyl)-4-(phenylethynyl)-1H-pyrazol-1-yl)acetate (3.25 g, 8.02 mmol) in ethanol (90 mL) was added sodium borohydride (610 mg, 16.04 mmol) and the reaction stirred at room temperature for 36 h. Additional sodium borohydride was added (305 mg, 8.02 mmol) and the reaction stirred at room temperature for 3611.25% NaOH (0.9 mL) was added and the reaction mixture was stirred at 80° C. for 3.5 h. The reaction mixture was partitioned between ethyl acetat... Reactants: Cl.ClC1=CN=C(C2=CC(=CC=C12)S(=O)(=O)N[C@@H]1CC[C@H](CC1)C(=O)O)NC(=N)N (trans-4-{[(4-Chloro-1-guanidino-7-isoquinolinyl)sulphonyl]amino}cyclohexanecarboxylic acid hydrochloride), [H-].[Na+] (NaH), ClC1=NC=C(C2=CC=C(C=C12)S(=O)(=O)N[C@@H]1CC[C@H](CC1)C(=O)OCC)Cl (ethyl trans-4-{[(1,4-dichloro-7-isoquinolinyl)sulphonyl]amino}cyclohexanecarboxylate). Solvent: COCCOC (DME), CC(=O)N(C)C (DMA). Conditions: temperature 60 celsius. The product is ClC1=CN=C(C2=CC(=CC=C12)S(=O)(=O)N[C@@H]1CC[C@H](CC1)C(=O)OCC)NC(=N)N (ethyl trans-4-{[(4-chloro-1-guanidino-7-isoquinolinyl)sulphonyl]amino}cyclohexanecarboxylate). The yield is 19.2%. RXN SMILES: Cl.[Cl:2][C:3]1[C:12]2[C:7](=[CH:8][C:9]([S:13]([NH:16][C@H:17]3[CH2:22][CH2:21][C@H:20]([C:23]([OH:25])=[O:24])[CH2:19][CH2:18]3)(=[O:15])=[O:14])=[CH:10][CH:11]=2)[C:6]([NH:26][C:27]([NH2:29])=[NH:28])=[N:5][CH:4]=1.[H-].[Na+].Cl[C:33]1[C:42]2C(=CC=C(S(N[C@H]3CC[C@H](C(OCC)=O)CC3)(=O)=O)C=2)C(Cl)=CN=1>COCCOC.CC(N(C)C)=O>[Cl:2][C:3]1[C:12]2[C:7](=[CH:8][C:9]([S:13]([NH:16][C@H:17]3[CH2:22][CH2:21][C@H:20]([C:23]([O:25][CH2:33][CH3:42])=[O:24])[CH2:19][CH2:18]3)(=[O:14])=[O:15])=[CH:10][CH:11]=2)[C:6]([NH:26][C:27]([NH2:29])=[NH:28])=[N:5][CH:4]=1 |f:0.1,2.3|. Procedure details: trans-4-{[(4-Chloro-1-guanidino-7-isoquinolinyl)sulphonyl]amino}cyclohexanecarboxylic acid hydrochloride ##STR59## Guanidine hydrochloride (273 mg, 2.86 mmol) was added in one portion to a stirred suspension of NaH (55 mg, 80% dispersion by wt in mineral oil, 1.82 mmol) in DME (10 mL) and the mixture was heated at 60° C. under N2 for 30 min. A solution of ethyl trans-4-{[(1,4-dichloro-7-isoquinolinyl)sulphonyl]amino}cyclohexanecarboxylate (370 mg, 0.78 mmol) in DMA (10 mL) was added and the mixt... Reactants: O=C(CC(=O)OCC)C1=CC=CC=C1 (ethyl 3-oxo-3-phenylpropanoate), CC(CC1=CC=CC=C1)(C)NN=C(C)C (1-(2-methyl-1-phenylpropan-2-yl)-2-(propan-2-ylidene)hydrazine), C(O)([O-])=O.[Na+] (sodium hydrogen carbonate). The solvent is C(C)(=O)OCC (ethyl acetate), C(C)(=O)O (acetic acid). Conditions: temperature 100 celsius, time 4 hour. The product is CC(CC1=CC=CC=C1)(C)N1N=C(CC1=O)C1=CC=CC=C1 (1-(2-methyl-1-phenylpropan-2-yl)-3-phenyl-1H-pyrazol-5(4H)-one). The yield is 50.6%. Reaction SMILES: [CH3:1][C:2]([NH:11][N:12]=C(C)C)([CH3:10])[CH2:3][C:4]1[CH:9]=[CH:8][CH:7]=[CH:6][CH:5]=1.O=[C:17]([C:24]1[CH:29]=[CH:28][CH:27]=[CH:26][CH:25]=1)[CH2:18][C:19]([O:21]CC)=O.C(=O)([O-])O.[Na+]>C(O)(=O)C.C(OCC)(=O)C>[CH3:10][C:2]([N:11]1[C:19](=[O:21])[CH2:18][C:17]([C:24]2[CH:25]=[CH:26][CH:27]=[CH:28][CH:29]=2)=[N:12]1)([CH3:1])[CH2:3][C:4]1[CH:5]=[CH:6][CH:7]=[CH:8][CH:9]=1 |f:2.3|. Procedure details: 500 mg (2.45 mmol) of 1-(2-methyl-1-phenylpropan-2-yl)-2-(propan-2-ylidene)hydrazine was dissolved in 3.0 mL of glacial acetic acid, mixed with 429 mg (2.23 mmol) of ethyl 3-oxo-3-phenylpropanoate and stirred at 100° C. for 4 hours. The reaction solution was cooled to room temperature, diluted with ethyl acetate, neutralized with saturated aqueous sodium hydrogen carbonate (100 ml) and extracted with ethyl acetate. The resulting organic layer was dried over anhydrous sodium sulfate and filtered,... Starting materials: Cn1c(C(=O)Cl)cc2ccccc21, COc1cc(-c2coc3c(I)cnc(N)c23)ccc1N, c1ccncc1. The product is COc1cc(-c2coc3c(I)cnc(N)c23)ccc1NC(=O)c1cc2ccccc2n1C. RXN SMILES: [CH3:21][n:22]1[c:23]([C:31](=[O:32])[Cl:33])[cH:24][c:25]2[cH:26][cH:27][cH:28][cH:29][c:30]12.[NH2:1][c:2]1[c:3]([O:19][CH3:20])[cH:4][c:5](-[c:8]2[cH:9][o:10][c:11]3[c:12]2[c:13]([NH2:18])[n:14][cH:15][c:16]3[I:17])[cH:6][cH:7]1.[cH:34]1[cH:35][cH:36][n:37][cH:38][cH:39]1>>[NH:1]([c:2]1[c:3]([O:19][CH3:20])[cH:4][c:5](-[c:8]2[cH:9][o:10][c:11]3[c:12]2[c:13]([NH2:18])[n:14][cH:15][c:16]3[I:17])[cH:6][cH:7]1)[C:31]([c:23]1[n:22]([CH3:21])[c:30]2[c:25]([cH:24]1)[cH:26][cH:27][cH:28][cH:29]2)=[O:32]. Starting materials: COC=1C=C2CCNCC2=CC1 (6-methoxy-1,2,3,4-tetrahydro-isoquinoline), C(C)(C)OC1=C(C(=O)O)C=C(C=C1)S(=O)(=O)C (2-isopropoxy-5-methanesulfonyl-benzoic acid). Yields the product C(C)(C)OC1=C(C=C(C=C1)S(=O)(=O)C)C(=O)N1CC2=CC=C(C=C2CC1)OC ((2-Isopropoxy-5-methanesulfonyl-phenyl)-(6-methoxy-3,4-dihydro-1H-isoquinolin-2-yl)-methanone). Reaction SMILES: [CH3:1][O:2][C:3]1[CH:4]=[C:5]2[C:10](=[CH:11][CH:12]=1)[CH2:9][NH:8][CH2:7][CH2:6]2.[CH:13]([O:16][C:17]1[CH:25]=[CH:24][C:23]([S:26]([CH3:29])(=[O:28])=[O:27])=[CH:22][C:18]=1[C:19](O)=[O:20])([CH3:15])[CH3:14]>>[CH:13]([O:16][C:17]1[CH:25]=[CH:24][C:23]([S:26]([CH3:29])(=[O:28])=[O:27])=[CH:22][C:18]=1[C:19]([N:8]1[CH2:7][CH2:6][C:5]2[C:10](=[CH:11][CH:12]=[C:3]([O:2][CH3:1])[CH:4]=2)[CH2:9]1)=[O:20])([CH3:15])[CH3:14]. Procedure: Prepared in analogy to example 1.1 from 6-methoxy-1,2,3,4-tetrahydro-isoquinoline (CA [42923-77-3]) and 2-isopropoxy-5-methanesulfonyl-benzoic acid (Example 2.1).